From a dataset of the Open Reaction Database (ORD), a public repository of structured organic reaction records. describe an organic reaction: reactants, conditions, products, and yield Starting materials: C(C1=CC=CC=C1)O[C@H]1C(O[C@@H]([C@H]([C@@H]1OCC1=CC=CC=C1)OCC1=CC=CC=C1)COCC1=CC=CC=C1)(O)C1=C2CCCC2=C(C(=C1)CC1=CC=C(C=C1)OC)Br ((3R,4S,5R,6R)-3,4,5-Tris(benzyloxy)-6-(benzyloxymethyl)-2-(7-bromo-6-(4-methoxybenzyl)-2,3-dihydro-1H-inden-4-yl)tetrahydro-2H-pyran-2-ol), C(C)[SiH](CC)CC (triethylsilane), B(F)(F)F.CCOCC (boron trifluoride diethyl etherate), C(=O)([O-])[O-].[K+].[K+] (K2CO3). Solvent: C(Cl)Cl (CH2Cl2). Conditions: temperature -30 celsius. Product: C(C1=CC=CC=C1)O[C@@H]1[C@H](OC([C@@H]([C@H]1OCC1=CC=CC=C1)OCC1=CC=CC=C1)C1=C2CCCC2=C(C(=C1)CC1=CC=C(C=C1)OC)Br)COCC1=CC=CC=C1 ((2R,3R,4R,5S)-3,4,5-Tris(benzyloxy)-2-(benzyloxymethyl)-6-(7-bromo-6-(4-methoxybenzyl)-2,3-dihydro-1H-inden-4-yl)tetrahydro-2H-pyran). Yield: 42.1%. As a reaction SMILES: [CH2:1]([O:8][C@@H:9]1[C@@H:14]([O:15][CH2:16][C:17]2[CH:22]=[CH:21][CH:20]=[CH:19][CH:18]=2)[C@H:13]([O:23][CH2:24][C:25]2[CH:30]=[CH:29][CH:28]=[CH:27][CH:26]=2)[C@@H:12]([CH2:31][O:32][CH2:33][C:34]2[CH:39]=[CH:38][CH:37]=[CH:36][CH:35]=2)[O:11][C:10]1([C:41]1[CH:49]=[C:48]([CH2:50][C:51]2[CH:56]=[CH:55][C:54]([O:57][CH3:58])=[CH:53][CH:52]=2)[C:47]([Br:59])=[C:46]2[C:42]=1[CH2:43][CH2:44][CH2:45]2)O)[C:2]1[CH:7]=[CH:6][CH:5]=[CH:4][CH:3]=1.C([SiH](CC)CC)C.B(F)(F)F.CCOCC.C([O-])([O-])=O.[K+].[K+]>C(Cl)Cl>[CH2:24]([O:23][C@H:13]1[C@H:14]([O:15][CH2:16][C:17]2[CH:18]=[CH:19][CH:20]=[CH:21][CH:22]=2)[C@@H:9]([O:8][CH2:1][C:2]2[CH:7]=[CH:6][CH:5]=[CH:4][CH:3]=2)[CH:10]([C:41]2[CH:49]=[C:48]([CH2:50][C:51]3[CH:52]=[CH:53][C:54]([O:57][CH3:58])=[CH:55][CH:56]=3)[C:47]([Br:59])=[C:46]3[C:42]=2[CH2:43][CH2:44][CH2:45]3)[O:11][C@@H:12]1[CH2:31][O:32][CH2:33][C:34]1[CH:35]=[CH:36][CH:37]=[CH:38][CH:39]=1)[C:25]1[CH:30]=[CH:29][CH:28]=[CH:27][CH:26]=1 |f:2.3,4.5.6|. Procedure: To a solution of the intermediate 16 (6.96 g, 8.13 mmol) in CH2Cl2 (40.1 mL) were added triethylsilane (3.24 mL, 16.2 mmol) and boron trifluoride diethyl etherate (2.55 mL, 16.2 mmol) at −60° C. under nitrogen atmosphere. The mixture was warmed up to −30° C. for 3 h. To the mixture was added saturated K2CO3 solution (50 mL) slowly and the mixture was extracted with EtOAc (100 mL). The organic layer was dried over MgSO4, filtered, and concentrated in vacuo. The residue was purified by silica gel ... The reactants are C1=CC=CC=2C1=C1C3=C4C5=C(C6=C7C(=CC=C6C(C5=CC=C4C(C1=CC2)=O)=O)C=CC=C7)C=7C=CC=CC73 (dibenzo[a,o]naphtho[1,2,3,4-rst]pentaphene-7,10-dione), C(Cl)(Cl)Cl (chloroform), S(O)(O)(=O)=O (sulfuric acid), COC(=O)C1=C(C2=CC=CC=C2C=C1)C=1C2=CC=CC=C2C(=C2C=CC=CC12)C1=C(C=CC2=CC=CC=C12)C(=O)OC (dimethyl-1,1′-(anthracene-9,10-diyl)bis(2-naphthoate)). Run in O (water). Yields the product C1=CC2=CC=CC=C2C2=C1C(C1=CC=CC=3C=4C5=C(C(C6=CC=CC(=C2C13)C46)=O)C=CC4=CC=CC=C45)=O (dinaphtho[1,2-a:1′,2′-j]perylene-10,20-dione). The yield is 28.0%. Reaction SMILES: S(=O)(=O)(O)O.COC(C1C=CC2C(=CC=CC=2)C=1C1C2C(C(C3C4C(=CC=CC=4)C=CC=3C(OC)=O)=C3C=1C=CC=C3)=CC=CC=2)=O.C(Cl)(Cl)Cl.[CH:52]1[C:57]2=[C:58]3[C:75](=[CH:76][CH:77]=[C:56]2[CH:55]=[CH:54][CH:53]=1)[C:74](=[O:78])[C:73]1[C:60]2[C:61]4[C:70](=[CH:71][CH:72]=1)[C:69](=[O:79])[C:68]1[C:63](=[C:64]5[CH:83]=[CH:82][CH:81]=[CH:80][C:65]5=[CH:66][CH:67]=1)[C:62]=4[C:84]1[CH:85]=[CH:86][CH:87]=[CH:88][C:89]=1[C:59]3=2>O>[CH:76]1[C:75]2[C:74](=[O:78])[C:73]3[C:60]4[C:59]([C:58]=2[C:57]2[C:56](=[CH:55][CH:54]=[CH:53][CH:52]=2)[CH:77]=1)=[C:89]1[C:84]2[C:85](=[CH:86][CH:87]=[CH:88]1)[C:69](=[O:79])[C:68]1[CH:67]=[CH:66][C:65]5[C:64]([C:63]=1[C:62]=2[C:61]=4[CH:70]=[CH:71][CH:72]=3)=[CH:83][CH:82]=[CH:81][CH:80]=5. Reported procedure: Anthracene-9,10-diboronic acid (15.0 g, 56.4 mmol), palladium acetate (633 mg, 2.82 mmol), tri(t-butyl)phosphine (1.71 g, 8.46 mmol), methyl-1-bromonaphthalene-2-carboxylate (31.4 g, 118 mmol) and cesium carbonate (73.5 g, 226 mmol) were dissolved in 200 mL of xylene and the solution was reacted under reflux at the boiling point for 5 hours in a nitrogen atmosphere to obtain dimethyl-1,1′-(anthracene-9,10-diyl)bis(2-naphthoate) at a yield of 78%. Concentrated sulfuric acid (400 mL) was added to ... The reactants are {2-[2-(2-benzyloxy-5-oxo-tetrahydro-furan-3-ylcarbmoyl)-pyrrolidin-1-yl]-1-methyl-2-oxo-ethyl}-carbamic acid tert-butyl ester, ClC=1C=C(C(=O)O)C=CC1N(C)C (3-chloro-4-dimethylamino-benzoic acid), O=C1CC(C(O1)OCCC1=CC=CC=C1)NC(=O)C1N(CCC1)C(C(C)NC(C1=CC(=C(C=C1)N)Cl)=O)=O (1-[2-(4-Amino-3-chloro-benzoylamino)-propionyl]-pyrrolidine-2-carboxylic Acid (5-oxo-2-Phenethyloxy-tetrahydro-furan-3-yl)-amide). Yields the product C(C1=CC=CC=C1)OC1OC(CC1NC(=O)C1N(CCC1)C(C(C)NC(C1=CC(=C(C=C1)N(C)C)Cl)=O)=O)=O (1-[2-(3-Chloro-4-dimethylamino-benzoylamino)-propionyl]-pyrrolidine-2-carboxylic Acid (2-Benzyloxy-5-oxo-tetrahydro-furan-3-yl)-amide). Yield: 44.0%. As a reaction SMILES: [Cl:1][C:2]1[CH:3]=[C:4]([CH:8]=[CH:9][C:10]=1[N:11]([CH3:13])[CH3:12])[C:5]([OH:7])=O.[O:14]=[C:15]1[O:19][CH:18]([O:20][CH2:21][CH2:22][C:23]2C=[CH:27][CH:26]=[CH:25][CH:24]=2)[CH:17]([NH:29][C:30]([CH:32]2[CH2:36][CH2:35][CH2:34][N:33]2[C:37](=[O:51])[CH:38]([NH:40]C(=O)C2C=CC(N)=C(Cl)C=2)[CH3:39])=[O:31])[CH2:16]1>>[CH2:21]([O:20][CH:18]1[CH:17]([NH:29][C:30]([CH:32]2[CH2:36][CH2:35][CH2:34][N:33]2[C:37](=[O:51])[CH:38]([NH:40][C:5](=[O:7])[C:4]2[CH:8]=[CH:9][C:10]([N:11]([CH3:13])[CH3:12])=[C:2]([Cl:1])[CH:3]=2)[CH3:39])=[O:31])[CH2:16][C:15](=[O:14])[O:19]1)[C:22]1[CH:23]=[CH:24][CH:25]=[CH:26][CH:27]=1. Reported procedure: Prepared from {2-[2-(2-benzyloxy-5-oxo-tetrahydro-furan-3-ylcarbmoyl)-pyrrolidin-1-yl]-1-methyl-2-oxo-ethyl}-carbamic acid tert-butyl ester and 3-chloro-4-dimethylamino-benzoic acid according to the procedure used to prepare 98a to afford 82 mg of title compound (44% yield). 1H-NMR (500 MHz, 1:1 CDCl3:CD3OD) δ 1.18-1.53 (m, 3H), 1.70-2.40 (m, 4H), 2.55-3.10 (m, 2H), 2.84 (s, 6H), 3.45-3.94 (m, 2H), 4.25-4.95 (m, 5H), 5.46 (s, 0.3H), 5.51 (s, 0.2H), 5.63 (d, 0.4H), 5.73 (d, 0.1H), 7.05 (d, 1H), 7...